This data is from the Open Reaction Database (ORD), a public repository of structured organic reaction records. The task is: describe an organic reaction: reactants, conditions, products, and yield Starting materials: OCCC1=NC=CC=C1 (2-(2-hydroxyethyl)pyridine), OC=1C=C(C(=O)OCC)C=CC1 (ethyl 3-hydroxybenzoate). Product: N1=C(C=CC=C1)CCOC=1C=C(C(=O)O)C=CC1 (3-(2-Pyridin-2-yl-ethoxy)-benzoic acid). RXN SMILES: [OH:1][CH2:2][CH2:3][C:4]1[CH:9]=[CH:8][CH:7]=[CH:6][N:5]=1.O[C:11]1[CH:12]=[C:13]([CH:19]=[CH:20][CH:21]=1)[C:14]([O:16]CC)=[O:15]>>[N:5]1[CH:6]=[CH:7][CH:8]=[CH:9][C:4]=1[CH2:3][CH2:2][O:1][C:11]1[CH:12]=[C:13]([CH:19]=[CH:20][CH:21]=1)[C:14]([OH:16])=[O:15]. Reported procedure: Prepared from 2-(2-hydroxyethyl)pyridine and ethyl 3-hydroxybenzoate. LC-MS (m/z): 245 (M+1). Starting materials: [Li]CCCC, C1CCOC1, CCOCC, CSc1c(F)cccc1C(F)(F)F, O=C=O, O. Product: CSc1c(C(F)(F)F)ccc(C(=O)O)c1F. As a reaction SMILES: [CH2:1]([Li:2])[CH2:3][CH2:4][CH3:5].[CH2:23]1[O:24][CH2:25][CH2:26][CH2:27]1.[CH3:28][CH2:29][O:30][CH2:31][CH3:32].[F:6][c:7]1[c:8]([S:17][CH3:18])[c:9]([C:13]([F:14])([F:15])[F:16])[cH:10][cH:11][cH:12]1.[O:19]=[C:20]=[O:21].[OH2:22]>>[F:6][c:7]1[c:8]([S:17][CH3:18])[c:9]([C:13]([F:14])([F:15])[F:16])[cH:10][cH:11][c:12]1[C:20](=[O:19])[OH:21]. Reactants: Cl.C1(CC1)COC1=C(C=C(C=C1)CC)C=1C2=C(N=CN1)C(=C(N2)C)C(=O)NC2CCNCC2 (4-[2-(cyclopropylmethoxy)-5-ethylphenyl]-6-methyl-N-(piperidin-4-yl)-5H-pyrrolo[3,2-d]pyrimidine-7-carboxamide hydrochloride), C(CC)(=O)Cl (propionyl chloride). Product: C1(CC1)COC1=C(C=C(C=C1)CC)C=1C2=C(N=CN1)C(=C(N2)C)C(=O)NC2CCN(CC2)C(CC)=O (4-[2-(Cyclopropylmethoxy)-5-ethylphenyl]-6-methyl-N-(1-propanoylpiperidin-4-yl)-5H-pyrrolo[3,2-d]pyrimidine-7-carboxamide). Reaction SMILES: Cl.[CH:2]1([CH2:5][O:6][C:7]2[CH:12]=[CH:11][C:10]([CH2:13][CH3:14])=[CH:9][C:8]=2[C:15]2[C:16]3[NH:23][C:22]([CH3:24])=[C:21]([C:25]([NH:27][CH:28]4[CH2:33][CH2:32][NH:31][CH2:30][CH2:29]4)=[O:26])[C:17]=3[N:18]=[CH:19][N:20]=2)[CH2:4][CH2:3]1.[C:34](Cl)(=[O:37])[CH2:35][CH3:36]>>[CH:2]1([CH2:5][O:6][C:7]2[CH:12]=[CH:11][C:10]([CH2:13][CH3:14])=[CH:9][C:8]=2[C:15]2[C:16]3[NH:23][C:22]([CH3:24])=[C:21]([C:25]([NH:27][CH:28]4[CH2:29][CH2:30][N:31]([C:34](=[O:37])[CH2:35][CH3:36])[CH2:32][CH2:33]4)=[O:26])[C:17]=3[N:18]=[CH:19][N:20]=2)[CH2:4][CH2:3]1 |f:0.1|. Procedure: Starting from 4-[2-(cyclopropylmethoxy)-5-ethylphenyl]-6-methyl-N-(piperidin-4-yl)-5H-pyrrolo[3,2-d]pyrimidine-7-carboxamide hydrochloride (example D.f48) and commercially available propionyl chloride the title compound is obtained as colorless solid. Starting materials: [C+4], CCO, Cc1ccc(CC2CC(OCc3ccccc3)CN2)cc1F, CO, Cl, [OH-], [OH-], [OH-], [OH-], [OH-], [OH-], [Pd+2]. Product: Cl, Cc1ccc(CC2CC(O)CN2)cc1F. Reaction SMILES: [C+4:27].[CH2:1]([OH:2])[CH3:3].[CH2:5]([c:6]1[cH:7][cH:8][cH:9][cH:10][cH:11]1)[O:12][CH:13]1[CH2:14][CH:15]([CH2:18][c:19]2[cH:20][c:21]([F:26])[c:22]([CH3:25])[cH:23][cH:24]2)[NH:16][CH2:17]1.[CH3:35][OH:36].[ClH:4].[OH-:28].[OH-:30].[OH-:31].[OH-:32].[OH-:33].[OH-:34].[Pd+2:29]>>[ClH:4].[OH:12][CH:13]1[CH2:14][CH:15]([CH2:18][c:19]2[cH:20][c:21]([F:26])[c:22]([CH3:25])[cH:23][cH:24]2)[NH:16][CH2:17]1. Run in C1CCOC1 (THF), C(=O)(C(F)(F)F)O (TFA). The product is CN1CC=C(CC1)C1=CC=C2C=CNC2=C1 (6-[N-methyl-1,2,5,6-tetrahydropyridin-4-yl]-indole). Reaction SMILES: [CH3:1][N:2]1[CH2:7][CH2:6][C:5]([C:8]2[CH:16]=[C:15]3[C:11]([CH:12]=[CH:13][N:14]3C(C)C)=[CH:10][CH:9]=2)=[CH:4][CH2:3]1.OC1(C2C=C3C(C=CN3C(C)C)=CC=2)CCN(C)CC1>C(O)(C(F)(F)F)=O.C1COCC1>[CH3:1][N:2]1[CH2:7][CH2:6][C:5]([C:8]2[CH:16]=[C:15]3[C:11]([CH:12]=[CH:13][NH:14]3)=[CH:10][CH:9]=2)=[CH:4][CH2:3]1. Starting materials: CN1CC=C(CC1)C1=CC=C2C=CN(C2=C1)C(C)C (6-[N-Methyl-1,2,5,6-tetrahydropyridin-4-yl]-1-isopropyl-indole), OC1(CCN(CC1)C)C1=CC=C2C=CN(C2=C1)C(C)C (6-[4-Hydroxy-1-methyl-piperidin-4-yl]-1-isopropyl-indole). Reported procedure: 6-[N-Methyl-1,2,5,6-tetrahydropyridin-4-yl]-1-isopropyl-indole : from 6-[4-Hydroxy-1-methyl-piperidin-4-yl]-1-isopropyl-indole (20 mg, 0.0735 mmol) in 0.1 ml of TFA and 1 ml of THF at 60-64° C. Yield 4.8 mg (26%). Reactants: FC=1C=C2C=C(N(C2=CC1)CC1=CC=NC=C1)C(=O)O (5-fluoro-1-(pyridin-4-ylmethyl)-1H-indole-2-carboxylic acid), NC=1C=NC(=C(C1)C)N(C)C (3-amino-5-methyl-6-(dimethylamino)pyridine). Procedure details: Compound No. 19 is prepared from 5-fluoro-1-(pyridin-4-ylmethyl)-1H-indole-2-carboxylic acid, synthesized in stage 5.1, and 3-amino-5-methyl-6-(dimethylamino)pyridine (GB 870 027) according to a process similar to that described in example No. 3. The product is CN(C1=C(C=C(C=N1)NC(=O)C=1N(C2=CC=C(C=C2C1)F)CC1=CC=NC=C1)C)C (N-[6-(Dimethylamino)-5-methylpyridin-3-yl]-5-fluoro-1-(pyridin-4-ylmethyl)-1H-indole-2-carboxamide). Reaction SMILES: [F:1][C:2]1[CH:3]=[C:4]2[C:8](=[CH:9][CH:10]=1)[N:7]([CH2:11][C:12]1[CH:17]=[CH:16][N:15]=[CH:14][CH:13]=1)[C:6]([C:18]([OH:20])=O)=[CH:5]2.[NH2:21][C:22]1[CH:23]=[N:24][C:25]([N:29]([CH3:31])[CH3:30])=[C:26]([CH3:28])[CH:27]=1>>[CH3:30][N:29]([CH3:31])[C:25]1[N:24]=[CH:23][C:22]([NH:21][C:18]([C:6]2[N:7]([CH2:11][C:12]3[CH:13]=[CH:14][N:15]=[CH:16][CH:17]=3)[C:8]3[C:4]([CH:5]=2)=[CH:3][C:2]([F:1])=[CH:10][CH:9]=3)=[O:20])=[CH:27][C:26]=1[CH3:28]. The reactants are CO, COc1ccc(C2CCN(CCC3CCCc4cc([N+](=O)[O-])ccc43)CC2)cc1OC. Yields the product COc1ccc(C2CCN(CCC3CCCc4cc(N)ccc43)CC2)cc1OC. Reaction SMILES: [CH3:32][OH:33].[N+:1]([O-:2])(=[O:3])[c:4]1[cH:5][c:6]2[c:11]([cH:12][cH:13]1)[CH:10]([CH2:14][CH2:15][N:16]1[CH2:17][CH2:18][CH:19]([c:22]3[cH:23][c:24]([O:30][CH3:31])[c:25]([O:28][CH3:29])[cH:26][cH:27]3)[CH2:20][CH2:21]1)[CH2:9][CH2:8][CH2:7]2>>[NH2:1][c:4]1[cH:5][c:6]2[c:11]([cH:12][cH:13]1)[CH:10]([CH2:14][CH2:15][N:16]1[CH2:17][CH2:18][CH:19]([c:22]3[cH:23][c:24]([O:30][CH3:31])[c:25]([O:28][CH3:29])[cH:26][cH:27]3)[CH2:20][CH2:21]1)[CH2:9][CH2:8][CH2:7]2.